From a dataset of the Open Reaction Database (ORD), a public repository of structured organic reaction records. describe an organic reaction: reactants, conditions, products, and yield Reactants: OO (hydrogen peroxide), Cl (hydrochloric acid), C(C1=CC=CC=C1)[C@@H]1N(C(OC1)=O)C(C[C@H](C1=NOC=C1)C1=CC=C(OCC=2C=C(C=CC2)NC(C2=CC=C(C=C2)C(F)(F)F)=O)C=C1)=O (N-(3-((4-((S)-3-((S)-4-Benzyl-2-oxooxazolidin-3-yl)-1-(isoxazol-3-yl)-3-oxopropyl)phenoxy)methyl)phenyl)-4-(trifluoromethyl)benzamide), [Li+].[OH-] (LiOH). Run in C1CCOC1 (THF), O (water). Run at time 2 hour. The product is FC(C1=CC=C(C(=O)NC=2C=C(COC3=CC=C(C=C3)[C@H](CC(=O)O)C3=NOC=C3)C=CC2)C=C1)(F)F ((S)-3-(4-(3-(4-(Trifluoromethyl)benzamido)benzyloxy)phenyl)-3-(isoxazol-3-yl)propanoic acid). The yield is 46.1%. RXN SMILES: C([C@H]1COC(=O)N1[C:14](=[O:49])[CH2:15][C@@H:16]([C:22]1[CH:48]=[CH:47][C:25]([O:26][CH2:27][C:28]2[CH:29]=[C:30]([NH:34][C:35](=[O:46])[C:36]3[CH:41]=[CH:40][C:39]([C:42]([F:45])([F:44])[F:43])=[CH:38][CH:37]=3)[CH:31]=[CH:32][CH:33]=2)=[CH:24][CH:23]=1)[C:17]1[CH:21]=[CH:20][O:19][N:18]=1)C1C=CC=CC=1.[OH:50]O.[Li+].[OH-].Cl>C1COCC1.O>[F:44][C:42]([F:43])([F:45])[C:39]1[CH:40]=[CH:41][C:36]([C:35]([NH:34][C:30]2[CH:29]=[C:28]([CH:33]=[CH:32][CH:31]=2)[CH2:27][O:26][C:25]2[CH:24]=[CH:23][C:22]([C@@H:16]([C:17]3[CH:21]=[CH:20][O:19][N:18]=3)[CH2:15][C:14]([OH:49])=[O:50])=[CH:48][CH:47]=2)=[O:46])=[CH:37][CH:38]=1 |f:2.3|. Procedure: To a solution of oxazolidinone 27.4 (71.8 mg, 0.107 mmol) dissolved in THF (10 mL), was added a 30% hydrogen peroxide solution (0.121 mL, 1.07 mmol) followed by a 2M LiOH solution (0.268 mL, 0.535 mmol). The resulting slurry was stirred for two hours. The reaction mixture was diluted with water and acidified with hydrochloric acid to a pH 3. The mixture was then extracted with EtOAc (1×50 mL), and the organic layer was washed with acidic sodium sulfite solution (2×30 mL), brine (1×30 mL), and dr...